Dataset: the Open Reaction Database (ORD), a public repository of structured organic reaction records. Task: describe an organic reaction: reactants, conditions, products, and yield The reactants are FC=1C=C(C=C2C=CC(=NC12)C1=CC=C(C(=O)OC)C=C1)O (methyl 4-(8-fluoro-6-hydroxyquinolin-2-yl)benzoate), C(C)(=O)OC=1C=C2C=CC(=NC2=C(C1)F)C1=CC=C(C(=O)OC)C=C1 (methyl 4-(6-acetoxy-8-fluoroquinolin-2-yl)benzoate), [OH-].[Na+] (NaOH). Solvent: CO (MeOH). Yields the product FC=1C=C(C=C2C=CC(=NC12)C1=CC=C(C(=O)O)C=C1)O (4-(8-fluoro-6-hydroxyquinolin-2-yl)benzoic acid). RXN SMILES: [F:1][C:2]1[CH:3]=[C:4]([OH:22])[CH:5]=[C:6]2[C:11]=1[N:10]=[C:9]([C:12]1[CH:21]=[CH:20][C:15]([C:16]([O:18]C)=[O:17])=[CH:14][CH:13]=1)[CH:8]=[CH:7]2.C(OC1C=C2C(=C(F)C=1)N=C(C1C=CC(C(OC)=O)=CC=1)C=C2)(=O)C.[OH-].[Na+]>CO>[F:1][C:2]1[CH:3]=[C:4]([OH:22])[CH:5]=[C:6]2[C:11]=1[N:10]=[C:9]([C:12]1[CH:21]=[CH:20][C:15]([C:16]([OH:18])=[O:17])=[CH:14][CH:13]=1)[CH:8]=[CH:7]2 |f:2.3|. Reported procedure: A mixture of methyl 4-(8-fluoro-6-hydroxyquinolin-2-yl)benzoate and methyl 4-(6-acetoxy-8-fluoroquinolin-2-yl)benzoate (120 mg) was hydrolyzed with 2N NaOH (4 mL) in MeOH (4 mL). The desired product-4-(8-fluoro-6-hydroxyquinolin-2-yl)benzoic acid (65 mg) was collected by filtration after acidification with 12N HCl. 1H NMR (DMSO-d6 300 MHz TMS): δ 8.36-8.33 (3H, m), 8.18 (1H, d, J=9 Hz), 8.09 (2H, d, J=9 Hz), 7.24 (1H, dd, J=12 and 3 Hz), 7.09 (1H, d, J=3 Hz) ppm, MS (ESI): m/z 284, [M+H+]. Run at temperature 70 celsius. The reactants are [OH-].[Na+] (Sodium hydroxide), CC(C)OC1=C(C=C(C=N1)C1=NC(=NO1)C1=CC=C2C(=CNC2=C1)CCC(=O)OCC)C(F)(F)F (Ethyl 3-(6-{5-[6-[(1-methylethyl)oxy]-5-(trifluoromethyl)-3-pyridinyl]-1,2,4-oxadiazol-3-yl}-1H-indol-3-yl)propanoate), Cl (HCl). The solvent is CC(C)O (iPrOH), O (water). Procedure: Sodium hydroxide (37 mg) was added to a solution of ethyl 3-(6-{5-[6-[(1-methylethyl)oxy]-5-(trifluoromethyl)-3-pyridinyl]-1,2,4-oxadiazol-3-yl}-1H-indol-3-yl)propanoate (D109) (300 mg) in iPrOH (10 mL) and water (10 mL). The resulting mixture was heated at 70° C. for 40 mins. Then 0.5 M HCl solution was added until pH was about 6. The solvent was concentrated, and the residue was dissolved in water. The precipitated solid was purified by Mass Directed Auto Prep to afford 3-(6-{5-[6-[(1-methylet... Yields the product CC(C)OC1=C(C=C(C=N1)C1=NC(=NO1)C1=CC=C2C(=CNC2=C1)CCC(=O)O)C(F)(F)F (3-(6-{5-[6-[(1-methylethyl)oxy]-5-(trifluoromethyl)-3-pyridinyl]-1,2,4-oxadiazol-3-yl}-1H-indol-3-yl)propanoic acid). As a reaction SMILES: [OH-].[Na+].[CH3:3][CH:4]([O:6][C:7]1[N:12]=[CH:11][C:10]([C:13]2[O:17][N:16]=[C:15]([C:18]3[CH:26]=[C:25]4[C:21]([C:22]([CH2:27][CH2:28][C:29]([O:31]CC)=[O:30])=[CH:23][NH:24]4)=[CH:20][CH:19]=3)[N:14]=2)=[CH:9][C:8]=1[C:34]([F:37])([F:36])[F:35])[CH3:5].Cl>CC(O)C.O>[CH3:5][CH:4]([O:6][C:7]1[N:12]=[CH:11][C:10]([C:13]2[O:17][N:16]=[C:15]([C:18]3[CH:26]=[C:25]4[C:21]([C:22]([CH2:27][CH2:28][C:29]([OH:31])=[O:30])=[CH:23][NH:24]4)=[CH:20][CH:19]=3)[N:14]=2)=[CH:9][C:8]=1[C:34]([F:36])([F:37])[F:35])[CH3:3] |f:0.1|. The yield is 39.3%. Reactants: solution, C[Si](C)(C)[N-][Si](C)(C)C.[Li+] (lithium bis(trimethylsilyl)amide), FC1=NC=C(C=C1C1=NC(=NC(=N1)C)N(CC1=CC=C(C=C1)OC)CC1=CC=C(C=C1)OC)CN1CCOCC1 (4-(2-fluoro-5-(morpholinomethyl)pyridin-3-yl)-N,N-bis(4-methoxybenzyl)-6-methyl-1,3,5-triazin-2-amine), FC=1C=C(C=NC1OC)N (5-fluoro-6-methoxypyridin-3-amine). Solvent: C1CCOC1 (THF), O (water). Reaction conditions: temperature -20 celsius. Product: FC=1C=C(C=NC1OC)NC1=NC=C(C=C1C1=NC(=NC(=N1)C)N(CC1=CC=C(C=C1)OC)CC1=CC=C(C=C1)OC)CN1CCOCC1 (4-(2-(5-fluoro-6-methoxypyridin-3-ylamino)-5-(morpholinomethyl)pyridin-3-yl)-N,N-bis(4-methoxybenzyl)-6-methyl-1,3,5-triazin-2-amine). The yield is 15.5%. As a reaction SMILES: F[C:2]1[C:7]([C:8]2[N:13]=[C:12]([CH3:14])[N:11]=[C:10]([N:15]([CH2:25][C:26]3[CH:31]=[CH:30][C:29]([O:32][CH3:33])=[CH:28][CH:27]=3)[CH2:16][C:17]3[CH:22]=[CH:21][C:20]([O:23][CH3:24])=[CH:19][CH:18]=3)[N:9]=2)=[CH:6][C:5]([CH2:34][N:35]2[CH2:40][CH2:39][O:38][CH2:37][CH2:36]2)=[CH:4][N:3]=1.[F:41][C:42]1[CH:43]=[C:44]([NH2:50])[CH:45]=[N:46][C:47]=1[O:48][CH3:49].C[Si]([N-][Si](C)(C)C)(C)C.[Li+]>C1COCC1.O>[F:41][C:42]1[CH:43]=[C:44]([NH:50][C:2]2[C:7]([C:8]3[N:13]=[C:12]([CH3:14])[N:11]=[C:10]([N:15]([CH2:25][C:26]4[CH:31]=[CH:30][C:29]([O:32][CH3:33])=[CH:28][CH:27]=4)[CH2:16][C:17]4[CH:18]=[CH:19][C:20]([O:23][CH3:24])=[CH:21][CH:22]=4)[N:9]=3)=[CH:6][C:5]([CH2:34][N:35]3[CH2:40][CH2:39][O:38][CH2:37][CH2:36]3)=[CH:4][N:3]=2)[CH:45]=[N:46][C:47]=1[O:48][CH3:49] |f:2.3|. Procedure details: A mixture of 4-(2-fluoro-5-(morpholinomethyl)pyridin-3-yl)-N,N-bis(4-methoxybenzyl)-6-methyl-1,3,5-triazin-2-amine (0.500 g, 0.918 mmol) and 5-fluoro-6-methoxypyridin-3-amine (0.261 g, 1.836 mmol) in THF (20 mL) was cooled to −20° C. and treated with a 1.0 M solution of lithium bis(trimethylsilyl)amide (3.21 mL, 3.21 mmol) added dropwise. The mixture was allowed to slowly warm to ambient temperature over 1 h. The reaction mixture was diluted with water (50 mL) and extracted with CH2Cl2 (3×50 mL)... Reactants: OC1=C(C(=O)O)C=CC=C1C (2-hydroxy-3-methylbenzoic acid), BrBr (bromine), O (water), CO (MeOH), CO (MeOH). Solvent: C(C)(=O)O (acetic acid). Reaction conditions: time 24 hour. The product is BrC=1C=C(C(=C(C(=O)O)C1)O)C (5-Bromo-2-hydroxy-3-methylbenzoic acid). RXN SMILES: [OH:1][C:2]1[C:10]([CH3:11])=[CH:9][CH:8]=[CH:7][C:3]=1[C:4]([OH:6])=[O:5].[Br:12]Br.O.CO>C(O)(=O)C>[Br:12][C:8]1[CH:9]=[C:10]([CH3:11])[C:2]([OH:1])=[C:3]([CH:7]=1)[C:4]([OH:6])=[O:5]. Reported procedure: To a mixture of 2-hydroxy-3-methylbenzoic acid (2.1 g, 13.5 mmol) in acetic acid (30 mL) was added bromine (0.7 mL, 13.7 mmol) slowly over 5 minutes. After 24 h, water was added slowly to the reaction mixture and the reaction stirred for 30 min. The resulting precipitate was collected by filtration and washed several times with water. The product was dried overnight under high vacuum to afford 2.8 g (90%). LC/MS: tR=2.86 min, 229.14 (MH)+. (Phenomenex C18 4.6×50 mm, 10% MeOH/90% H2O/0.1% TFA→90%... The reactants are COC1=CC=C(C=C1)NN (p-methoxyphenylhydrazine), O (water), C(CCC(=O)C)(=O)OCC(=O)OCC1=CC=CC=C1 (benzyl levulinoyloxyacetate). The solvent is C(C)(=O)O (acetic acid). Yields the product COC1=CC=C(C=C1)NN=C(COC(CCC(=O)C)=O)OCC1=CC=CC=C1 (benzyl levulinoyloxyacetate (p-methoxyphenyl)-hydrazone). The yield is 104.4%. As a reaction SMILES: [CH3:1][O:2][C:3]1[CH:8]=[CH:7][C:6]([NH:9][NH2:10])=[CH:5][CH:4]=1.O.[C:12]([O:19][CH2:20][C:21]([O:23][CH2:24][C:25]1[CH:30]=[CH:29][CH:28]=[CH:27][CH:26]=1)=O)(=[O:18])[CH2:13][CH2:14][C:15]([CH3:17])=[O:16]>C(O)(=O)C>[CH3:1][O:2][C:3]1[CH:8]=[CH:7][C:6]([NH:9][N:10]=[C:21]([O:23][CH2:24][C:25]2[CH:26]=[CH:27][CH:28]=[CH:29][CH:30]=2)[CH2:20][O:19][C:12](=[O:18])[CH2:13][CH2:14][C:15]([CH3:17])=[O:16])=[CH:5][CH:4]=1. Procedure: 5.2 g of p-methoxyphenylhydrazine were suspended in 25 ml of glacial acetic acid and 90 ml of water and 10 g of benzyl levulinoyloxyacetate were slowly added at room temperature while stirring. After stirring for 1 hour, the mixture was extracted by shaking with toluene, the toluene solution was washed neutral with water, dried and concentrated. 15.1 g of benzyl levulinoyloxyacetate (p-methoxyphenyl)-hydrazone were obtained as a brownish oil, which was not purified but was dissolved in 25 ml of ... The reagents and catalysts are CC1=CC(=C(C(=C1)C)N2CCN(C2=[Ru](=CC3=CC=CC=C3)(Cl)Cl)C4=C(C=C(C=C4C)C)C)C.C1CCC(CC1)P(C2CCCCC2)C3CCCCC3 (Grubb's second generation catalyst), CC1=CC(=C(C(=C1)C)N2CCN(C2=[Ru](=CC3=CC=CC=C3)(Cl)Cl)C4=C(C=C(C=C4C)C)C)C.C1CCC(CC1)P(C2CCCCC2)C3CCCCC3 (Grubb's second generation catalyst). Reactants: OC1(CC=CC1)C=1C=C(OC2=NC=CC=C2NC(=O)NC2=CC=C(C=C2)OC(F)(F)F)C=CC1 (1-(2-(3-(1-hydroxycyclopent-3-enyl)phenoxy)pyridin-3-yl)-3-(4-(trifluoromethoxy)phenyl)urea), OC(CC=C)(CC=C)C=1C=C(OC2=NC=CC=C2NC(=O)NC2=CC=C(C=C2)OC(F)(F)F)C=CC1 (1-(2-(3-(4-hydroxyhepta-1,6-dien-4-yl)phenoxy)pyridin-3-yl)-3-(4-(trifluoromethoxy)phenyl)urea). Run in ClCCl (dichloromethane). Product: C1(CCCC1)C=1C=C(OC2=NC=CC=C2NC(=O)NC2=CC=C(C=C2)OC(F)(F)F)C=CC1 (1-(2-(3-cyclopentylphenoxy)pyridin-3-yl)-3-(4-(trifluoromethoxy)phenyl)urea). Run at time 17 hour. Reaction SMILES: O[C:2]1([C:7]2[CH:8]=[C:9]([CH:32]=[CH:33][CH:34]=2)[O:10][C:11]2[C:16]([NH:17][C:18]([NH:20][C:21]3[CH:26]=[CH:25][C:24]([O:27][C:28]([F:31])([F:30])[F:29])=[CH:23][CH:22]=3)=[O:19])=[CH:15][CH:14]=[CH:13][N:12]=2)[CH2:6][CH:5]=[CH:4][CH2:3]1.OC(C1C=C(C=CC=1)OC1C(NC(NC2C=CC(OC(F)(F)F)=CC=2)=O)=CC=CN=1)(CC=C)CC=C>CC1C=C(C)C(N2C(=[Ru](Cl)(Cl)=CC3C=CC=CC=3)N(C3C(C)=CC(C)=CC=3C)CC2)=C(C)C=1.C1CCC(P(C2CCCCC2)C2CCCCC2)CC1.ClCCl>[CH:2]1([C:7]2[CH:8]=[C:9]([CH:32]=[CH:33][CH:34]=2)[O:10][C:11]2[C:16]([NH:17][C:18]([NH:20][C:21]3[CH:26]=[CH:25][C:24]([O:27][C:28]([F:31])([F:30])[F:29])=[CH:23][CH:22]=3)=[O:19])=[CH:15][CH:14]=[CH:13][N:12]=2)[CH2:6][CH2:5][CH2:4][CH2:3]1 |f:2.3|. Procedure details: 1-(2-(3-(1-hydroxycyclopent-3-enyl)phenoxy)pyridin-3-yl)-3-(4-(trifluoromethoxy)phenyl)urea: A mixture of Example 640 (125 mg, 0.25 mmol) and Grubb's second generation catalyst (0.6 mg) in dichloromethane (70 mL) was stirred at rt for 16 h. An additional 1.0 mg of Grubb's second generation catalyst was added and the mixture was stirred at rt for an additional 17 h. Evaporation under reduced pressure afforded a residue which was filtered and purified using reverse-phase preparative HPLC. (M+H)+=4...